This data is from the Open Reaction Database (ORD), a public repository of structured organic reaction records. The task is: describe an organic reaction: reactants, conditions, products, and yield Reactants: BrCC1(OC2=C(C1)C(=C(C(=C2C)C)N)C)C (2-bromomethyl-2,3-dihydro-2,4,6,7-tetramethyl-5-benzofuranamine), C1=CC=CC=2C3=CC=CC=C3C(C12)OC1CCNCC1 (4-[(9-fluorenyl)oxy]piperidine). Yields the product C1=CC=CC=2C3=CC=CC=C3C(C12)OC1CCN(CC1)CC1(OC2=C(C1)C(=C(C(=C2C)C)N)C)C (2-[[4-[(9-fluorenyl)oxy]-1-piperidinyl]methyl]-2,3-dihydro-2,4,6,7-tetramethyl-5-benzofuranamine). Isolated yield 63.0%. RXN SMILES: Br[CH2:2][C:3]1([CH3:16])[CH2:7][C:6]2[C:8]([CH3:15])=[C:9]([NH2:14])[C:10]([CH3:13])=[C:11]([CH3:12])[C:5]=2[O:4]1.[CH:17]1[C:29]2[CH:28]([O:30][CH:31]3[CH2:36][CH2:35][NH:34][CH2:33][CH2:32]3)[C:27]3[C:22](=[CH:23][CH:24]=[CH:25][CH:26]=3)[C:21]=2[CH:20]=[CH:19][CH:18]=1>>[CH:26]1[C:27]2[CH:28]([O:30][CH:31]3[CH2:36][CH2:35][N:34]([CH2:2][C:3]4([CH3:16])[CH2:7][C:6]5[C:8]([CH3:15])=[C:9]([NH2:14])[C:10]([CH3:13])=[C:11]([CH3:12])[C:5]=5[O:4]4)[CH2:33][CH2:32]3)[C:29]3[C:21](=[CH:20][CH:19]=[CH:18][CH:17]=3)[C:22]=2[CH:23]=[CH:24][CH:25]=1. Procedure: Using 2-bromomethyl-2,3-dihydro-2,4,6,7-tetramethyl-5-benzofuranamine and 4-[(9-fluorenyl)oxy]piperidine, the procedure of Example 1, presented below, was followed to provide 2-[[4-[(9-fluorenyl)oxy]-1-piperidinyl]methyl]-2,3-dihydro-2,4,6,7-tetramethyl-5-benzofuranamine. Yield 63%. A portion of the product was converted to the oxalate and recrystallized from ethanol to provide the title compound.